From a dataset of the Open Reaction Database (ORD), a public repository of structured organic reaction records. describe an organic reaction: reactants, conditions, products, and yield The reactants are NC1=C(C=C(C=C1)[N+](=O)[O-])O (2-amino-5-nitrophenol), N1C=NC=C1 (imidazole), [Si](C)(C)(C(C)(C)C)Cl (tert-butyldimethylsilyl chloride). The solvent is CN(C)C=O (DMF). Run at temperature 23 celsius, time 48 hour. Product: [Si](C)(C)(C(C)(C)C)OC1=C(N)C=CC(=C1)[N+](=O)[O-] (2-(tert-butyldimethylsilyloxy)-4-nitroaniline). Isolated yield 97.6%. Reaction SMILES: [NH2:1][C:2]1[CH:7]=[CH:6][C:5]([N+:8]([O-:10])=[O:9])=[CH:4][C:3]=1[OH:11].N1C=CN=C1.[Si:17](Cl)([C:20]([CH3:23])([CH3:22])[CH3:21])([CH3:19])[CH3:18]>CN(C=O)C>[Si:17]([O:11][C:3]1[CH:4]=[C:5]([N+:8]([O-:10])=[O:9])[CH:6]=[CH:7][C:2]=1[NH2:1])([C:20]([CH3:23])([CH3:22])[CH3:21])([CH3:19])[CH3:18]. Procedure: To a solution of 2-amino-5-nitrophenol (1 g, 6.49 mmol) and imidazole (0.88 g, 12.3 mmol) in DMF (15 mL), tert-butyldimethylsilyl chloride (11.2 mL, 64.9 mmol) was added. The resulting mixture was allowed to stir at 23° C. for 48 hours. The reaction mixture was partitioned between 0.1% HCl and ethyl acetate. The combined organic phase was washed with brine, dried over MgSO4 and filtered. Removal of solvent at reduced pressure and chromatography of the resulting oil on silica gel (hexane:ethyl ac... Starting materials: C(C)(C)(C)OC(NCCCC#CC1=C(C=CC(=C1)C(NC1=CC(=C(C=C1)OC)OC)=O)N)=O ({5-[2-amino-5-(3,4-dimethoxy-phenylcarbamoyl)-phenyl]-pent-4-ynyl}-carbamic acid tert-butyl ester). The reagents and catalysts are C1=CC=C(C=C1)C#N.C1=CC=C(C=C1)C#N.Cl[Pd]Cl (dichlorobis(benzonitrile)palladium). Solvent: CN(C=O)C (dimethylformamide). Reaction conditions: temperature 80 celsius. Product: COC=1C=C(C=CC1OC)NC(=O)C=1C=C2C=C(NC2=CC1)CCCNC(OC(C)(C)C)=O (tert-butyl 3-(5-(3,4-dimethoxyphenylcarbamoyl)-1H-indol-2-yl)propylcarbamate). Reaction SMILES: [C:1]([O:5][C:6](=[O:33])[NH:7][CH2:8][CH2:9][CH2:10][C:11]#[C:12][C:13]1[CH:18]=[C:17]([C:19](=[O:31])[NH:20][C:21]2[CH:26]=[CH:25][C:24]([O:27][CH3:28])=[C:23]([O:29][CH3:30])[CH:22]=2)[CH:16]=[CH:15][C:14]=1[NH2:32])([CH3:4])([CH3:3])[CH3:2]>C1C=CC(C#N)=CC=1.C1C=CC(C#N)=CC=1.Cl[Pd]Cl.CN(C)C=O>[CH3:30][O:29][C:23]1[CH:22]=[C:21]([NH:20][C:19]([C:17]2[CH:18]=[C:13]3[C:14](=[CH:15][CH:16]=2)[NH:32][C:11]([CH2:10][CH2:9][CH2:8][NH:7][C:6](=[O:33])[O:5][C:1]([CH3:4])([CH3:2])[CH3:3])=[CH:12]3)=[O:31])[CH:26]=[CH:25][C:24]=1[O:27][CH3:28] |f:1.2.3|. Procedure: A 500 mL round bottom flask was charged with {5-[2-amino-5-(3,4-dimethoxy-phenylcarbamoyl)-phenyl]-pent-4-ynyl}-carbamic acid tert-butyl ester (3.0 g, 6.62 mmol), dichlorobis(benzonitrile)palladium (II) (0.514 g, 1.34 mmol), and dimethylformamide (80 mL) and the resulting mixture heated to 80° C. for 24 h. The resulting mixture was then concentrated in-vacuo and the residue via flash silica gel chromatography (Analogix IF-280, SF25-40 g column, gradient 100:0-90:10 CH2Cl2:MeOH) to yield tert-but...